Dataset: the Open Reaction Database (ORD), a public repository of structured organic reaction records. Task: describe an organic reaction: reactants, conditions, products, and yield Reactants: CCO, CCOC(=O)c1cc(F)ccc1COc1cccc(F)c1, [Na+], [OH-]. As a reaction SMILES: [CH3:24][CH2:25][OH:26].[F:1][c:2]1[cH:3][cH:4][c:5]([CH2:13][O:14][c:15]2[cH:16][c:17]([F:21])[cH:18][cH:19][cH:20]2)[c:6]([C:7](=[O:8])[O:9][CH2:10][CH3:11])[cH:12]1.[Na+:23].[OH-:22]>>[F:1][c:2]1[cH:3][cH:4][c:5]([CH2:13][O:14][c:15]2[cH:16][c:17]([F:21])[cH:18][cH:19][cH:20]2)[c:6]([C:7](=[O:8])[OH:9])[cH:12]1. The product is O=C(O)c1cc(F)ccc1COc1cccc(F)c1. Reactants: C(=O)(N1C=NC=C1)N1C=NC=C1 (1,1′-carbonyldiimidazole), NC=1SC2=C(N1)C=CC=C2 (2-aminobenzothiazole), CC=1C(=NC=C(C1)C)CN(C1CCNCC1)CC1=NC=CC=C1C(C)C ((3,5-dimethyl-pyridin-2-ylmethyl)-(3-isopropyl-pyridin-2-ylmethyl)-piperidine-4-yl-amine). Solvent: C(Cl)Cl (CH2Cl2), C(Cl)Cl (CH2Cl2). Run at time 2 hour. Yields the product S1C(=NC2=C1C=CC=C2)NC(=O)N2CCC(CC2)N(CC2=NC=CC=C2C(C)C)CC2=NC=C(C=C2C)C (4-[(3,5-dimethyl-pyridin-2-ylmethyl)-(3-isopropyl-pyridin-2-ylmethyl)-amino]-piperidine-1-carboxylic acid benzothiazol-2-ylamide). Isolated yield 49.6%. As a reaction SMILES: [C:1](N1C=CN=C1)(N1C=CN=C1)=[O:2].[NH2:13][C:14]1[S:15][C:16]2[CH:22]=[CH:21][CH:20]=[CH:19][C:17]=2[N:18]=1.[CH3:23][C:24]1[C:25]([CH2:31][N:32]([CH2:39][C:40]2[C:45]([CH:46]([CH3:48])[CH3:47])=[CH:44][CH:43]=[CH:42][N:41]=2)[CH:33]2[CH2:38][CH2:37][NH:36][CH2:35][CH2:34]2)=[N:26][CH:27]=[C:28]([CH3:30])[CH:29]=1>C(Cl)Cl>[S:15]1[C:16]2[CH:22]=[CH:21][CH:20]=[CH:19][C:17]=2[N:18]=[C:14]1[NH:13][C:1]([N:36]1[CH2:37][CH2:38][CH:33]([N:32]([CH2:31][C:25]2[C:24]([CH3:23])=[CH:29][C:28]([CH3:30])=[CH:27][N:26]=2)[CH2:39][C:40]2[C:45]([CH:46]([CH3:48])[CH3:47])=[CH:44][CH:43]=[CH:42][N:41]=2)[CH2:34][CH2:35]1)=[O:2]. Procedure details: To a solution of 1,1′-carbonyldiimidazole (125 mg, 0.77 mmol) in CH2Cl2 (5 mL) was added 2-aminobenzothiazole (95 mg, 0.64 mmol). The resulting suspension was stirred for 2 h and then concentrated under reduced pressure. The residue was dissolved in CH3CN (5 mL) and was treated with (3,5-dimethyl-pyridin-2-ylmethyl)-(3-isopropyl-pyridin-2-ylmethyl)-piperidine-4-yl-amine (112 mg, 0.32 mmol) and the reaction mixture was stirred at 60° C. overnight. Then the mixture was cooled and diluted with CH2C... The reactants are CC=1SC(NN1)=S (2-methyl-5-thioxo-1,3,4-thiadiazoline), C([O-])(O)=O.[Na+] (sodium bicarbonate), O (water), C(C)(=O)OCC1=C(N2C(C(C2SC1)NC(CN1C(=NC=C1)S(=O)(=O)C)=O)=O)C(=O)O (3-Acetoxymethyl-2-carboxy-7-[(2-mesyl-imidazol-1-yl)-acetamido]-8-oxo-5-thia-1-aza-bicyclo[4,2,0]oct-2-ene), C([O-])(O)=O.[Na+] (sodium bicarbonate), O (water). Run at temperature 60 celsius. Yields the product C(C)(C)OC(C)C (isopropyl ether), C(=O)(O)C=1N2C(C(C2SCC1CSC=1SC(=NN1)C)NC(CN1C(=NC=C1)S(=O)(=O)C)=O)=O (2-carboxy-7-[(2-mesyl-imidazol-1-yl)-acetamido]-3-[(5-methyl-1,3,4-thiadiazol-2-yl)-thiomethyl]-8-oxo-5-thia-1-aza-bicyclo-[4,2,0]oct-2-ene). As a reaction SMILES: C(O[CH2:5][C:6]1[CH2:13][S:12][CH:11]2[N:8]([C:9](=[O:27])[CH:10]2[NH:14][C:15](=[O:26])[CH2:16][N:17]2[CH:21]=[CH:20][N:19]=[C:18]2[S:22]([CH3:25])(=[O:24])=[O:23])[C:7]=1[C:28]([OH:30])=[O:29])(=O)C.[C:31](=O)(O)[O-].[Na+].[CH3:36][C:37]1[S:38][C:39](=[S:42])[NH:40][N:41]=1.[OH2:43]>>[CH:6]([O:43][CH:37]([CH3:36])[CH3:31])([CH3:7])[CH3:5].[C:28]([C:7]1[N:8]2[CH:11]([S:12][CH2:13][C:6]=1[CH2:5][S:42][C:39]1[S:38][C:37]([CH3:36])=[N:41][N:40]=1)[CH:10]([NH:14][C:15](=[O:26])[CH2:16][N:17]1[CH:21]=[CH:20][N:19]=[C:18]1[S:22]([CH3:25])(=[O:23])=[O:24])[C:9]2=[O:27])([OH:30])=[O:29] |f:1.2|. Reported procedure: 3-Acetoxymethyl-2-carboxy-7-[(2-mesyl-imidazol-1-yl)-acetamido]-8-oxo-5-thia-1-aza-bicyclo[4,2,0]oct-2-ene (13.7 g.) and sodium bicarbonate (2.52 g.) are dissolved in water (140 cc.). A solution of 2-methyl-5-thioxo-1,3,4-thiadiazoline (4.75 g.) and sodium bicarbonate (3.0 g.) in water (160 cc.) is added. The mixture is heated at 60° C. for 12 hours. The mixture is allowed to cool, washed with ethyl acetate (100 cc.) and acidified to pH 2 by adding 6 N hydrochloric acid. A product precipitates a... Reactants: C(C)(C)(C)OC(=O)N[C@@H]([C@H](O)C1CCCCC1)CN(C(=O)OCC[Si](C)(C)C)C ((1R,2R)-2-(t-butoxycarbonylamino)-1-cyclohexyl-3-(N-methyl-N-(2-(trimethylsilyl)ethoxycarbonyl)amino)propan-1-ol), CC(=O)OI1(C=2C=CC=CC2C(=O)O1)(OC(=O)C)OC(=O)C (Dess-Martin periodinane). Solvent: CCOCC (ether), ClCCCl (1,2-dichloroethane). Reaction conditions: temperature 70 celsius. Yields the product C(C)(C)(C)OC(=O)N[C@@H](C(=O)C1CCCCC1)CN(C(=O)OCC[Si](C)(C)C)C ((R)-2-(t-butoxycarbonylamino)-1-cyclohexyl-3-(N-methyl-N-(2-(trimethylsilyl)ethoxycarbonyl)amino)propan-1-one). The yield is 98.1%. As a reaction SMILES: [C:1]([O:5][C:6]([NH:8][C@H:9]([CH2:18][N:19]([CH3:29])[C:20]([O:22][CH2:23][CH2:24][Si:25]([CH3:28])([CH3:27])[CH3:26])=[O:21])[C@@H:10]([CH:12]1[CH2:17][CH2:16][CH2:15][CH2:14][CH2:13]1)[OH:11])=[O:7])([CH3:4])([CH3:3])[CH3:2].CC(OI1(OC(C)=O)(OC(C)=O)OC(=O)C2C=CC=CC1=2)=O>ClCCCl.CCOCC>[C:1]([O:5][C:6]([NH:8][C@H:9]([CH2:18][N:19]([CH3:29])[C:20]([O:22][CH2:23][CH2:24][Si:25]([CH3:27])([CH3:26])[CH3:28])=[O:21])[C:10]([CH:12]1[CH2:17][CH2:16][CH2:15][CH2:14][CH2:13]1)=[O:11])=[O:7])([CH3:4])([CH3:3])[CH3:2]. Reported procedure: To a solution of (1R,2R)-2-(t-butoxycarbonylamino)-1-cyclohexyl-3-(N-methyl-N-(2-(trimethylsilyl)ethoxycarbonyl)amino)propan-1-ol (0.76 g, 1.76 mmol) in 1,2-dichloroethane (4 mL) was added Dess-Martin periodinane (1.05 g, 2.29 mmol), and the resulting mixture was heated in a CEM microwave reactor at 70° C. for 3 min. Completion of reaction was confirmed by TLC. The mixture was diluted with ether (20 mL), washed with 1 N aq NaOH (2×10 mL) and brine, dried over Na2SO4, and concentrated to give cru...